describe an organic reaction: reactants, conditions, products, and yield From a dataset of the Open Reaction Database (ORD), a public repository of structured organic reaction records. Starting materials: CCN=C=NCCCN(C)C, CN1CCOCC1, CCOC(C)=O, CCCN1CC(O)C(NC(=O)C(N)CC2CCCCC2)CCC1C, CN(C)C=O, O=C(O)c1ccco1, Oc1cccc2[nH]nnc12. Product: CCCN1CC(O)C(NC(=O)C(CC2CCCCC2)NC(=O)c2ccco2)CCC1C. Reaction SMILES: [CH3:1][N:2]([CH3:3])[CH2:4][CH2:5][CH2:6][N:7]=[C:8]=[N:9][CH2:10][CH3:11].[CH3:44][N:45]1[CH2:46][CH2:47][O:48][CH2:49][CH2:50]1.[CH3:66][CH2:67][O:68][C:69]([CH3:70])=[O:71].[NH2:20][CH:21]([C:22](=[O:23])[NH:24][CH:25]1[CH:26]([OH:36])[CH2:27][N:28]([CH2:33][CH2:34][CH3:35])[CH:29]([CH3:32])[CH2:30][CH2:31]1)[CH2:37][CH:38]1[CH2:39][CH2:40][CH2:41][CH2:42][CH2:43]1.[O:61]=[CH:62][N:63]([CH3:64])[CH3:65].[OH:12][C:13](=[O:14])[c:15]1[cH:16][cH:17][cH:18][o:19]1.[OH:51][c:52]1[c:53]2[n:54][n:55][nH:56][c:57]2[cH:58][cH:59][cH:60]1>>[C:13](=[O:14])([c:15]1[cH:16][cH:17][cH:18][o:19]1)[NH:20][CH:21]([C:22](=[O:23])[NH:24][CH:25]1[CH:26]([OH:36])[CH2:27][N:28]([CH2:33][CH2:34][CH3:35])[CH:29]([CH3:32])[CH2:30][CH2:31]1)[CH2:37][CH:38]1[CH2:39][CH2:40][CH2:41][CH2:42][CH2:43]1. The reactants are solution, C(CCC)[Li] (n-butyllithium), B(OC)(OC)OC (trimethyl borate), C(C1=CC=CC=C1)OC1=CC=C(C=C1)C1=C(C(=CC=C1)F)F (4′-benzyloxy-2,3-difluorobiphenyl), Cl (hydrochloric acid). Solvent: CCCCCC (hexane), C1CCOC1 (THF), CCOCC (ether), C1CCOC1 (THF). Run at temperature 70 celsius, time 1 hour. The product is C(C1=CC=CC=C1)OC1=CC=C(C=C1)C1=C(C(=C(C=C1)B(O)O)F)F (4′-benzyloxy-2,3-difluorobiphenyl-4-boronic acid). As a reaction SMILES: [CH2:1]([O:8][C:9]1[CH:14]=[CH:13][C:12]([C:15]2[CH:20]=[CH:19][CH:18]=[C:17]([F:21])[C:16]=2[F:22])=[CH:11][CH:10]=1)[C:2]1[CH:7]=[CH:6][CH:5]=[CH:4][CH:3]=1.C([Li])CCC.[B:28](OC)([O:31]C)[O:29]C.Cl>C1COCC1.CCCCCC.CCOCC>[CH2:1]([O:8][C:9]1[CH:14]=[CH:13][C:12]([C:15]2[CH:20]=[CH:19][C:18]([B:28]([OH:31])[OH:29])=[C:17]([F:21])[C:16]=2[F:22])=[CH:11][CH:10]=1)[C:2]1[CH:3]=[CH:4][CH:5]=[CH:6][CH:7]=1. Reported procedure: 32.0 g (106 mmol) of 4′-benzyloxy-2,3-difluorobiphenyl (CAS No. 305366-70-5) are dissolved in 250 ml of THF, and 75.0 ml (119 mmol) of a 15% solution of n-butyllithium in hexane are added dropwise at −70° C. When the addition is complete, the mixture is stirred for a further 1 h, and a solution of 13.5 ml (119 mmol) of trimethyl borate in 50 ml of THF is added dropwise. After 1 h, the batch is left to thaw, MTB ether is added, and the mixture is acidified using 2 M hydrochloric acid. The org. ph... The reactants are OC[C@H]1O[C@H](CN(C1)C(C1=CC=CC=C1)(C1=CC=CC=C1)C1=CC=CC=C1)N1C(N=C(C=C1)NC(C1=CC=CC=C1)=O)=O (N-{1-[(2R,6S)-6-(hydroxymethyl)-4-tritylmorpholin-2-yl]-2-oxo-1,2-dihydropyrimidin-4-yl}benzamide), C1(CCC(=O)O1)=O (succinic anhydride), CO (methanol). The reagents and catalysts are CN(C1=CC=NC=C1)C (4-dimethylaminopyridine). Run in ClCCl (dichloromethane). Conditions: time 3 hour. Product: C(C1=CC=CC=C1)(=O)NC1=NC(N(C=C1)[C@@H]1O[C@@H](CN(C1)C(C1=CC=CC=C1)(C1=CC=CC=C1)C1=CC=CC=C1)COC(CCC(=O)O)=O)=O (4-{[(2S,6R)-6-(4-benzamido-2-oxopyrimidin-1(2H)-yl)-4-tritylmorpholin-2-yl]methoxy}-4-oxobutanoic acid). Isolated yield 100.2%. As a reaction SMILES: [OH:1][CH2:2][C@@H:3]1[CH2:8][N:7]([C:9]([C:22]2[CH:27]=[CH:26][CH:25]=[CH:24][CH:23]=2)([C:16]2[CH:21]=[CH:20][CH:19]=[CH:18][CH:17]=2)[C:10]2[CH:15]=[CH:14][CH:13]=[CH:12][CH:11]=2)[CH2:6][C@H:5]([N:28]2[CH:33]=[CH:32][C:31]([NH:34][C:35](=[O:42])[C:36]3[CH:41]=[CH:40][CH:39]=[CH:38][CH:37]=3)=[N:30][C:29]2=[O:43])[O:4]1.[C:44]1(=[O:50])[O:49][C:47](=[O:48])[CH2:46][CH2:45]1.CO>CN(C)C1C=CN=CC=1.ClCCl>[C:35]([NH:34][C:31]1[CH:32]=[CH:33][N:28]([C@H:5]2[CH2:6][N:7]([C:9]([C:22]3[CH:27]=[CH:26][CH:25]=[CH:24][CH:23]=3)([C:10]3[CH:15]=[CH:14][CH:13]=[CH:12][CH:11]=3)[C:16]3[CH:17]=[CH:18][CH:19]=[CH:20][CH:21]=3)[CH2:8][C@@H:3]([CH2:2][O:1][C:44](=[O:50])[CH2:45][CH2:46][C:47]([OH:49])=[O:48])[O:4]2)[C:29](=[O:43])[N:30]=1)(=[O:42])[C:36]1[CH:41]=[CH:40][CH:39]=[CH:38][CH:37]=1. Procedure details: Under argon atmosphere, 22.0 g of N-{1-[(2R,6S)-6-(hydroxymethyl)-4-tritylmorpholin-2-yl]-2-oxo-1,2-dihydropyrimidin-4-yl}benzamide and 7.04 g of 4-dimethylaminopyridine (4-DMAP) were suspended in 269 mL of dichloromethane, and 5.76 g of succinic anhydride was added to the suspension, followed by stirring at room temperature for 3 hours. To the reaction solution was added 40 mL of methanol, and the mixture was concentrated under reduced pressure. The residue was extracted using ethyl acetate and... Procedure: 113 mg of N-{(1RS, 2RS)-2-(4-bromophenyl)-3-(4-chlorophenyl)-1-methylpropyl}phthalimide prepared in the same manner as in Example 114, was dissolved in 3 ml of toluene, and 99 mg of tributyl(3-thienyl)tin and 14 mg of tetrakis(triphenylphosphine)palladium (0) were added thereto. The mixture was refluxed under heating for 3 hours in a light-shielding nitrogen atmosphere. The reaction solution was left to cool to room temperature. Then, 2 ml of a 5% potassium fluoride aqueous solution was added th... The reagents and catalysts are C=1C=CC(=CC1)[P](C=2C=CC=CC2)(C=3C=CC=CC3)[Pd]([P](C=4C=CC=CC4)(C=5C=CC=CC5)C=6C=CC=CC6)([P](C=7C=CC=CC7)(C=8C=CC=CC8)C=9C=CC=CC9)[P](C=1C=CC=CC1)(C=1C=CC=CC1)C=1C=CC=CC1 (tetrakis(triphenylphosphine)palladium). Reaction SMILES: Br[C:2]1[CH:7]=[CH:6][C:5]([CH:8]([CH2:22][C:23]2[CH:28]=[CH:27][C:26]([Cl:29])=[CH:25][CH:24]=2)[CH:9]([N:11]2[C:15](=[O:16])[C:14]3=[CH:17][CH:18]=[CH:19][CH:20]=[C:13]3[C:12]2=[O:21])[CH3:10])=[CH:4][CH:3]=1.C([Sn](CCCC)(CCCC)[C:35]1[CH:39]=[CH:38][S:37][CH:36]=1)CCC.[F-].[K+]>C1(C)C=CC=CC=1.C1C=CC([P]([Pd]([P](C2C=CC=CC=2)(C2C=CC=CC=2)C2C=CC=CC=2)([P](C2C=CC=CC=2)(C2C=CC=CC=2)C2C=CC=CC=2)[P](C2C=CC=CC=2)(C2C=CC=CC=2)C2C=CC=CC=2)(C2C=CC=CC=2)C2C=CC=CC=2)=CC=1>[Cl:29][C:26]1[CH:27]=[CH:28][C:23]([CH2:22][CH:8]([C:5]2[CH:6]=[CH:7][C:2]([C:35]3[CH:39]=[CH:38][S:37][CH:36]=3)=[CH:3][CH:4]=2)[CH:9]([N:11]2[C:12](=[O:21])[C:13]3=[CH:20][CH:19]=[CH:18][CH:17]=[C:14]3[C:15]2=[O:16])[CH3:10])=[CH:24][CH:25]=1 |f:2.3,^1:60,62,81,100|. Reaction conditions: time 30 minute. The product is ClC1=CC=C(C=C1)CC(C(C)N1C(C=2C(C1=O)=CC=CC2)=O)C2=CC=C(C=C2)C2=CSC=C2 (N-[(1RS, 2RS)-3-(4-chlorophenyl)-1-methyl-2-{4-(3-thienyl)phenyl}propyl]phthalimide). Run in C1(=CC=CC=C1)C (toluene). The reactants are BrC1=CC=C(C=C1)C(C(C)N1C(C=2C(C1=O)=CC=CC2)=O)CC2=CC=C(C=C2)Cl (N-{(1RS, 2RS)-2-(4-bromophenyl)-3-(4-chlorophenyl)-1-methylpropyl}phthalimide), C(CCC)[Sn](C1=CSC=C1)(CCCC)CCCC (tributyl(3-thienyl)tin), [F-].[K+] (potassium fluoride). The yield is 72.9%. RXN SMILES: [CH3:1][O:2][N:3]=[C:4]([C:10]1[S:11][C:12]([CH3:15])=[N:13][N:14]=1)[C:5]([O:7]CC)=[O:6].[OH-].[Na+]>>[CH3:1][O:2][N:3]=[C:4]([C:10]1[S:11][C:12]([CH3:15])=[N:13][N:14]=1)[C:5]([OH:7])=[O:6] |f:1.2|. The reactants are CON=C(C(=O)OCC)C=1SC(=NN1)C (Ethyl 2-methoxyimino-2-(5-methyl-1,3,4-thiadiazol-2-yl)acetate), aqueous solution, [OH-].[Na+] (sodium hydroxide), Example 1(a) ( 5 ). Yields the product CON=C(C(=O)O)C=1SC(=NN1)C (2-methoxyimino-2-(5-methyl-1,3,4-thiadiazol-2-yl)acetic acid). Procedure: Ethyl 2-methoxyimino-2-(5-methyl-1,3,4-thiadiazol-2-yl)acetate (syn isomer) (0.4 g.) and 1 N aqueous solution of sodium hydroxide (2.1 ml.) were treated according to a similar manner to that of Example 1(a) (5) to give 2-methoxyimino-2-(5-methyl-1,3,4-thiadiazol-2-yl)acetic acid (syn isomer) (0.25 g.), mp 168° to 171° C. (dec.). The yield is 71.2%. Starting materials: N(=NC(=O)N1CCCCC1)C(=O)N1CCCCC1 (1,1′-(azodicarbonyl)-dipiperidine), COC(CCNC(C1=CC=C(C=C1)O)=O)=O (3-(4-hydroxy-benzoylamino)-propionic acid methyl ester), FC(C=1C=CC(=NC1)C1=CC=C(C=C1)C(CCCC)O)(F)F (1-[4-(5-trifluoromethyl-pyridin-2-yl)-phenyl]-pentan-1-ol), C(CCC)P(CCCC)CCCC (Tributyl-phosphine). Solvent: C1(=CC=CC=C1)C (toluene). Product: COC(CCNC(C1=CC=C(C=C1)OC(CCCC)C1=CC=C(C=C1)C1=NC=C(C=C1)C(F)(F)F)=O)=O (3-(4-{1-[4-(5-trifluoromethyl-pyridin-2-yl)-phenyl]-pentyloxy}-benzoylamino)-propionic acid methyl ester). The yield is 48.2%. Reaction SMILES: [CH3:1][O:2][C:3](=[O:16])[CH2:4][CH2:5][NH:6][C:7](=[O:15])[C:8]1[CH:13]=[CH:12][C:11]([OH:14])=[CH:10][CH:9]=1.[F:17][C:18]([F:38])([F:37])[C:19]1[CH:20]=[CH:21][C:22]([C:25]2[CH:30]=[CH:29][C:28]([CH:31](O)[CH2:32][CH2:33][CH2:34][CH3:35])=[CH:27][CH:26]=2)=[N:23][CH:24]=1.C(P(CCCC)CCCC)CCC.N(C(N1CCCCC1)=O)=NC(N1CCCCC1)=O>C1(C)C=CC=CC=1>[CH3:1][O:2][C:3](=[O:16])[CH2:4][CH2:5][NH:6][C:7](=[O:15])[C:8]1[CH:9]=[CH:10][C:11]([O:14][CH:31]([C:28]2[CH:27]=[CH:26][C:25]([C:22]3[CH:21]=[CH:20][C:19]([C:18]([F:38])([F:17])[F:37])=[CH:24][N:23]=3)=[CH:30][CH:29]=2)[CH2:32][CH2:33][CH2:34][CH3:35])=[CH:12][CH:13]=1. Reported procedure: A solution of 3-(4-hydroxy-benzoylamino)-propionic acid methyl ester (232 mg, 1.04 mmol) and 1-[4-(5-trifluoromethyl-pyridin-2-yl)-phenyl]-pentan-1-ol (258 mg, 0.830 mmol) in toluene (5.0 mL) is degassed and filled with nitrogen for 3 times. Tributyl-phosphine (0.310 mL, 1.50 mmol) is added to the reaction mixture under nitrogen at 0° C., followed by addition of 1,1′-(azodicarbonyl)-dipiperidine (316 mg, 1.50 mmol). The reaction mixture is allowed to warm to room temperature and stirred over nig...